Task: describe an organic reaction: reactants, conditions, products, and yield. Dataset: the Open Reaction Database (ORD), a public repository of structured organic reaction records Reactants: ClC1=C(CBr)C=CC(=C1)OC (2-chloro-4-methoxybenzyl bromide), [C-]#N.[K+] (potassium cyanide). Reagents/catalysts: S(=O)(=O)(O)[O-].C(CCC)[N+](CCCC)(CCCC)CCCC (tetrabutylammonium hydrogen sulfate). Solvent: ClCCl (dichloromethane), O (water). The product is ClC1=C(C=CC(=C1)OC)CC#N ((2-Chloro-4-methoxyphenyl)acetonitrile). Isolated yield 96.0%. RXN SMILES: [Cl:1][C:2]1[CH:9]=[C:8]([O:10][CH3:11])[CH:7]=[CH:6][C:3]=1[CH2:4]Br.[C-:12]#[N:13].[K+]>ClCCl.O.S([O-])(O)(=O)=O.C([N+](CCCC)(CCCC)CCCC)CCC>[Cl:1][C:2]1[CH:9]=[C:8]([O:10][CH3:11])[CH:7]=[CH:6][C:3]=1[CH2:4][C:12]#[N:13] |f:1.2,5.6|. Reported procedure: 212 g (purity 82%) of 2-chloro-4-methoxybenzyl bromide in 900 ml of dichloromethane are reacted in the course of 4 h at 40° C. with 176 g of potassium cyanide in 675 ml of water and 15.5 g of tetrabutylammonium hydrogen sulfate. After working-up, 157 g of brownish oil are obtained (purity 79%). Starting materials: CCCC(=O)C1C(=O)CC(c2cccn(C)c2=S)CC1=O, O=C([O-])O, CCO[NH3+], CO, [Cl-], [Na+]. Product: CCCC(NOCC)=C1C(=O)CC(c2cccn(C)c2=S)CC1=O. Reaction SMILES: [C:11]([CH2:12][CH2:13][CH3:14])(=[O:15])[CH:16]1[C:17](=[O:31])[CH2:18][CH:19]([c:23]2[c:24](=[S:30])[n:25]([CH3:29])[cH:26][cH:27][cH:28]2)[CH2:20][C:21]1=[O:22].[C:6](=[O:7])([OH:8])[O-:9].[CH2:2]([CH3:3])[O:4][NH3+:5].[CH3:32][OH:33].[Cl-:1].[Na+:10]>>[CH2:2]([CH3:3])[O:4][NH:5][C:11]([CH2:12][CH2:13][CH3:14])=[C:16]1[C:17](=[O:31])[CH2:18][CH:19]([c:23]2[c:24](=[S:30])[n:25]([CH3:29])[cH:26][cH:27][cH:28]2)[CH2:20][C:21]1=[O:22]. Starting materials: CCN(C(C)C)C(C)C (DIPEA), Intermediate 64, N1=CC(=CC=C1)N1N=NC(=C1)C(=O)NCC(=O)O ([(1-pyridin-3-yl-1H-[1,2,3]triazole-4-carbonyl)-amino]-acetic acid), Intermediate 71, Cl.N1CC(C1)OC=1C=C(C#N)C=CC1C (3-(azetidin-3-yloxy)-4-methyl-benzonitrile hydrochloride), C=1C=CC2=C(C1)N=NN2O (HOBt), CCN=C=NCCCN(C)C (EDCI), NC=1C=NC=CC1 (3-aminopyridine). The solvent is CN(C)C=O (DMF). Conditions: time 2 minute. Yields the product C(#N)C=1C=CC(=C(OC2CN(C2)C(CNC(=O)C=2N=NN(C2)C=2C=NC=CC2)=O)C1)C (1-pyridin-3-yl-1H-[1,2,3]triazole-4-carboxylic acid {2-[3-(5-cyano-2-methyl-phenoxy)-azetidin-1-yl]-2-oxo-ethyl}-amide). Yield: 7.0%. RXN SMILES: CCN(C(C)C)C(C)C.C1C=CC2N(O)N=NC=2C=1.CCN=C=NCCCN(C)C.[N:31]1[CH:36]=[CH:35][CH:34]=[C:33]([N:37]2[CH:41]=[C:40]([C:42]([NH:44][CH2:45][C:46]([OH:48])=O)=[O:43])[N:39]=[N:38]2)[CH:32]=1.NC1C=NC=CC=1.Cl.[NH:57]1[CH2:60][CH:59]([O:61][C:62]2[CH:63]=[C:64]([CH:67]=[CH:68][C:69]=2[CH3:70])[C:65]#[N:66])[CH2:58]1>CN(C=O)C>[C:65]([C:64]1[CH:67]=[CH:68][C:69]([CH3:70])=[C:62]([CH:63]=1)[O:61][CH:59]1[CH2:58][N:57]([C:46](=[O:48])[CH2:45][NH:44][C:42]([C:40]2[N:39]=[N:38][N:37]([C:33]3[CH:32]=[N:31][CH:36]=[CH:35][CH:34]=3)[CH:41]=2)=[O:43])[CH2:60]1)#[N:66] |f:5.6|. Procedure: DIPEA (193.9 mg, 1.5 mmol) followed by HOBt (53 mg, 0.29 mmol) and EDCI (75 mg, 0.39 mmol) were added to a stirred solution of [(1-pyridin-3-yl-1H-[1,2,3]triazole-4-carbonyl)-amino]-acetic acid (prepared by the method used for the synthesis of Intermediate 64, starting from 3-aminopyridine, and subsequently, application of Step 3 of the General Scheme) (93 g, 0.37 mmol) in DMF (3 mL). After 2 minutes of stirring, 3-(azetidin-3-yloxy)-4-methyl-benzonitrile hydrochloride (prepared by the method us... Starting materials: COC(=O)NC(C(=O)N1C(C)CCC1c1nc2ccc3cc4c(cc3c2[nH]1)OCc1cc(-c2cnc(C3CC(C)CN3C(=O)OC(C)(C)C)[nH]2)ccc1-4)C(C)C, COC(=O)NC(C(=O)O)c1ccccc1, CCO, CCN(C(C)C)C(C)C, Cl. Product: COC(=O)NC(C(=O)N1CC(C)CC1c1ncc(-c2ccc3c(c2)COc2cc4c(ccc5nc(C6CCC(C)N6C(=O)C(NC(=O)OC)C(C)C)[nH]c54)cc2-3)[nH]1)c1ccccc1. RXN SMILES: [CH3:1][O:2][C:3](=[O:4])[NH:5][CH:6]([CH:7]([CH3:8])[CH3:9])[C:10](=[O:11])[N:12]1[CH:13]([c:18]2[n:19][c:20]3[c:21]([nH:22]2)[c:23]2[cH:24][c:25]4[c:26]([cH:27][c:28]2[cH:29][cH:30]3)-[c:31]2[cH:32][cH:33][c:34](-[c:39]3[cH:40][n:41][c:42]([CH:44]5[N:45]([C:50]([O:51][C:52]([CH3:53])([CH3:54])[CH3:55])=[O:56])[CH2:46][CH:47]([CH3:49])[CH2:48]5)[nH:43]3)[cH:35][c:36]2[CH2:37][O:38]4)[CH2:14][CH2:15][CH:16]1[CH3:17].[CH3:57][O:58][C:59](=[O:60])[NH:61][CH:62]([C:63](=[O:64])[OH:65])[c:66]1[cH:67][cH:68][cH:69][cH:70][cH:71]1.[CH3:82][CH2:83][OH:84].[CH:72]([N:73]([CH:74]([CH3:75])[CH3:76])[CH2:77][CH3:78])([CH3:79])[CH3:80].[ClH:81]>>[CH3:1][O:2][C:3](=[O:4])[NH:5][CH:6]([CH:7]([CH3:8])[CH3:9])[C:10](=[O:11])[N:12]1[CH:13]([c:18]2[n:19][c:20]3[c:21]([nH:22]2)[c:23]2[cH:24][c:25]4[c:26]([cH:27][c:28]2[cH:29][cH:30]3)-[c:31]2[cH:32][cH:33][c:34](-[c:39]3[cH:40][n:41][c:42]([CH:44]5[N:45]([C:63]([CH:62]([NH:61][C:59]([O:58][CH3:57])=[O:60])[c:66]6[cH:67][cH:68][cH:69][cH:70][cH:71]6)=[O:65])[CH2:46][CH:47]([CH3:49])[CH2:48]5)[nH:43]3)[cH:35][c:36]2[CH2:37][O:38]4)[CH2:14][CH2:15][CH:16]1[CH3:17]. The reactants are CC=1C(=CC=2C([C@H]([C@@H](C(C2C1)(C)C)C)C)(C)C)C=O ((6S,7S)-3,5,5,6,7,8,8-heptamethyl-5,6,7,8-tetrahydronaphthalene-2-carbaldehyde), [H-].[H-].[H-].[H-].[Li+].[Al+3] (LiAlH4). Solvent: CCOCC (ether), O1CCCC1 (tetrahydrofuran), CCOCC (ether). Yields the product CC=1C(=CC=2C([C@H]([C@@H](C(C2C1)(C)C)C)C)(C)C)CO (((6S,7S)-3,5,5,6,7,8,8-heptamethyl-5,6,7,8-tetrahydronaphthalen-2-yl)methanol). Reaction SMILES: [CH3:1][C:2]1[C:3]([CH:18]=[O:19])=[CH:4][C:5]2[C:6]([CH3:17])([CH3:16])[C@@H:7]([CH3:15])[C@H:8]([CH3:14])[C:9]([CH3:13])([CH3:12])[C:10]=2[CH:11]=1.[H-].[H-].[H-].[H-].[Li+].[Al+3]>CCOCC.O1CCCC1>[CH3:1][C:2]1[C:3]([CH2:18][OH:19])=[CH:4][C:5]2[C:6]([CH3:17])([CH3:16])[C@@H:7]([CH3:15])[C@H:8]([CH3:14])[C:9]([CH3:12])([CH3:13])[C:10]=2[CH:11]=1 |f:1.2.3.4.5.6|. Procedure details: A solution of 10.00 g (38.7 mmol) of (6S,7S)-3,5,5,6,7,8,8-heptamethyl-5,6,7,8-tetrahydronaphthalene-2-carbaldehyde in ether (50 ml) and tetrahydrofuran (THF, 15 ml) was added dropwise during 45 min to a suspension of LiAlH4 (1.48 g, 39.0 mmol) in ether (55 ml) at 0° C. The reaction mixture was left warming up to room temperature and then heated to reflux for 1.5 h. After cooling to room temperature, the remaining LiAlH4 was quenched with water (2 ml) and NaOH (10%, 2 ml) and water (6 ml) was ad... The reactants are CN(C(CN[C@@H](C)C1=CC=CC=C1)=O)C ((S)-N,N-dimethyl-2-[(1-phenylethyl)amino]acetamide), anhydride, CC(C)[C@@H]1N(C(OC1)=O)C(CCC=1N=CN(C1)C(C1=CC=CC=C1)(C1=CC=CC=C1)C1=CC=CC=C1)=O (4(S)-(1-Methylethyl)-3-{1-oxo-3-[1-(triphenylmethyl)-1H-imidazol-4-yl]propyl}-2-oxazolidinone), ( b ), CC(C)[C@@H]1NC(OC1)=O ((S)-4-(1-methylethyl)-2-oxazolidinone). Yields the product CN(C(CN(C(C[C@H](C(=O)N[C@H]([C@H]([C@H](CC(C)C)O)O)CC1CCCCC1)CC=1N=CNC1)=O)[C@@H](C)C1=CC=CC=C1)=O)C (N4 -[2-(Dimethylamino)-2-oxoethyl]-N4 -[1(S)-phenylethyl]-N1 -[1(S)-(cyclohexylmethyl)-2(R),3(S)-dihydroxy-5-methylhexyl]-2(R)-(1H-imidazol-4-ylmethyl)butanediamide), solid. The yield is 84.0%. As a reaction SMILES: C[CH:2]([C@H:4]1[CH2:8][O:7]C(=O)[N:5]1[C:10](=[O:37])[CH2:11][CH2:12][C:13]1[N:14]=[CH:15][N:16](C(C2C=CC=CC=2)(C2C=CC=CC=2)C2C=CC=CC=2)[CH:17]=1)[CH3:3].[CH3:38][N:39]([CH3:52])[C:40](=[O:51])[CH2:41][NH:42][C@H:43]([C:45]1[CH:50]=[CH:49][CH:48]=[CH:47][CH:46]=1)[CH3:44].[CH3:53][CH:54]([C@H:56]1[CH2:60][O:59]C(=O)N1)[CH3:55]>>[CH3:52][N:39]([CH3:38])[C:40](=[O:51])[CH2:41][N:42]([C@H:43]([C:45]1[CH:50]=[CH:49][CH:48]=[CH:47][CH:46]=1)[CH3:44])[C:8](=[O:7])[CH2:4][C@@H:11]([CH2:12][C:13]1[N:14]=[CH:15][NH:16][CH:17]=1)[C:10]([NH:5][C@@H:4]([CH2:2][CH:3]1[CH2:17][CH2:13][CH2:12][CH2:11][CH2:10]1)[C@@H:8]([OH:7])[C@@H:60]([OH:59])[CH2:56][CH:54]([CH3:53])[CH3:55])=[O:37]. Procedure: 4(S)-(1-Methylethyl)-3-{1-oxo-3-[1-(triphenylmethyl)-1H-imidazol-4-yl]propyl}-2-oxazolidinone: By following the procedure of example 2, section (b) and using the product of section (a) of this example (11.5 g, 30.1 mmol) to prepare the corresponding mixed anhydride which in turn is reacted with the (S)-4-(1-methylethyl)-2-oxazolidinone (3.53 g, 27.3 mmol), the desired product was obtained as a pale yellow solid (11.38 g, 84%); 1H NMR(CDCl3) δ7.36-7.29 (m,10H), 7.17-7.10 (m,6H), 6.58 (d, J=0.7 Hz... Reaction SMILES: O.Cl.C1(C)C=CC=CC=1.[C:10]([NH:13][C:14]1[CH:19]=[CH:18][C:17]([C:20]2[CH:25]=[CH:24][C:23]([C:26](=O)[CH2:27][CH2:28][C:29]([OH:31])=[O:30])=[CH:22][CH:21]=2)=[CH:16][C:15]=1[Br:33])(=[O:12])[CH3:11]>[Zn].O1CCOCC1>[C:10]([NH:13][C:14]1[CH:19]=[CH:18][C:17]([C:20]2[CH:25]=[CH:24][C:23]([CH2:26][CH2:27][CH2:28][C:29]([OH:31])=[O:30])=[CH:22][CH:21]=2)=[CH:16][C:15]=1[Br:33])(=[O:12])[CH3:11]. The reagents and catalysts are [Zn] (zinc). Run at time 8 hour. Procedure: 7.5 ml of water, 17.5 ml of concentrated hydrochloric acid, 50 ml of toluene, 30 ml of dioxane and 5 gm of 4-(4'-acetamido-3'-bromo-4-biphenylyl)-4-oxo-butyric acid were added to 10 gm of amalgamated zinc. This reaction mixture was refluxed for 4 hours. After standing overnight at room temperature, the precipitated crystals were collected and recrystallized from ethyl acetate. Yield: 35% of theory; m.p. 155°-156° C. Melting point of the cyclohexylamine salt: 179°-180° C. (precipitated from ethyl... Solvent: O1CCOCC1 (dioxane). Product: C(C)(=O)NC1=C(C=C(C=C1)C1=CC=C(C=C1)CCCC(=O)O)Br (4-(4'-Acetamido-3'-bromo-4-biphenylyl)-butyric acid). Starting materials: O (water), Cl (hydrochloric acid), C1(=CC=CC=C1)C (toluene), C(C)(=O)NC1=C(C=C(C=C1)C1=CC=C(C=C1)C(CCC(=O)O)=O)Br (4-(4'-acetamido-3'-bromo-4-biphenylyl)-4-oxo-butyric acid). Yield: 35.0%. Reactants: CCCCCCCCON1C(C)(C)CC(N)CC1(C)C, CCCCCCCCCCCCC1CC(=O)OC1=O. Product: CCCCCCCCCCCCC1CC(=O)N(C2CC(C)(C)N(OCCCCCCCC)C(C)(C)C2)C1=O. As a reaction SMILES: [CH2:1]([CH2:2][CH2:3][CH2:4][CH2:5][CH2:6][CH2:7][CH3:8])[O:9][N:10]1[C:11]([CH3:19])([CH3:20])[CH2:12][CH:13]([NH2:18])[CH2:14][C:15]1([CH3:16])[CH3:17].[CH2:21]([CH2:22][CH2:23][CH2:24][CH2:25][CH2:26][CH2:27][CH2:28][CH2:29][CH2:30][CH2:31][CH3:32])[CH:33]1[C:34](=[O:35])[O:36][C:37](=[O:39])[CH2:38]1>>[CH2:1]([CH2:2][CH2:3][CH2:4][CH2:5][CH2:6][CH2:7][CH3:8])[O:9][N:10]1[C:11]([CH3:19])([CH3:20])[CH2:12][CH:13]([N:18]2[C:34](=[O:35])[CH:33]([CH2:21][CH2:22][CH2:23][CH2:24][CH2:25][CH2:26][CH2:27][CH2:28][CH2:29][CH2:30][CH2:31][CH3:32])[CH2:38][C:37]2=[O:36])[CH2:14][C:15]1([CH3:16])[CH3:17].